From a dataset of the Open Reaction Database (ORD), a public repository of structured organic reaction records. describe an organic reaction: reactants, conditions, products, and yield Reactants: COc1cnc(Br)c2[nH]cc(C(=O)C(=O)N3CCc4c(cccc4-c4ccccn4)C3)c12, CCCC[Sn](CCCC)(CCCC)c1cc(C(=O)OCC)[nH]n1, C1COCCO1, c1ccc(P(c2ccccc2)(c2ccccc2)[Pd](P(c2ccccc2)(c2ccccc2)c2ccccc2)(P(c2ccccc2)(c2ccccc2)c2ccccc2)P(c2ccccc2)(c2ccccc2)c2ccccc2)cc1. Yields the product CCOC(=O)c1cc(-c2ncc(OC)c3c(C(=O)C(=O)N4CCc5c(cccc5-c5ccccn5)C4)c[nH]c23)n[nH]1. RXN SMILES: [Br:1][c:2]1[n:3][cH:4][c:5]([O:31][CH3:32])[c:6]2[c:7]1[nH:8][cH:9][c:10]2[C:11]([C:12](=[O:13])[N:14]1[CH2:15][c:16]2[cH:17][cH:18][cH:19][c:20](-[c:24]3[n:25][cH:26][cH:27][cH:28][cH:29]3)[c:21]2[CH2:22][CH2:23]1)=[O:30].[CH2:33]([Sn:34]([CH2:35][CH2:36][CH2:37][CH3:48])([c:38]1[n:39][nH:40][c:41]([C:43](=[O:44])[O:45][CH2:46][CH3:47])[cH:42]1)[CH2:49][CH2:50][CH2:51][CH3:52])[CH2:53][CH2:54][CH3:55].[CH2:56]1[O:57][CH2:58][CH2:59][O:60][CH2:61]1.[cH:62]1[cH:63][cH:64][c:65]([P:66]([Pd:67]([P:68]([c:69]2[cH:70][cH:71][cH:72][cH:73][cH:74]2)([c:75]2[cH:76][cH:77][cH:78][cH:79][cH:80]2)[c:81]2[cH:82][cH:83][cH:84][cH:85][cH:86]2)([P:87]([c:88]2[cH:89][cH:90][cH:91][cH:92][cH:93]2)([c:94]2[cH:95][cH:96][cH:97][cH:98][cH:99]2)[c:100]2[cH:101][cH:102][cH:103][cH:104][cH:105]2)[P:106]([c:107]2[cH:108][cH:109][cH:110][cH:111][cH:112]2)([c:113]2[cH:114][cH:115][cH:116][cH:117][cH:118]2)[c:119]2[cH:120][cH:121][cH:122][cH:123][cH:124]2)([c:125]2[cH:126][cH:127][cH:128][cH:129][cH:130]2)[c:131]2[cH:132][cH:133][cH:134][cH:135][cH:136]2)[cH:137][cH:138]1>>[c:2]1(-[c:38]2[n:39][nH:40][c:41]([C:43](=[O:44])[O:45][CH2:46][CH3:47])[cH:42]2)[n:3][cH:4][c:5]([O:31][CH3:32])[c:6]2[c:7]1[nH:8][cH:9][c:10]2[C:11]([C:12](=[O:13])[N:14]1[CH2:15][c:16]2[cH:17][cH:18][cH:19][c:20](-[c:24]3[n:25][cH:26][cH:27][cH:28][cH:29]3)[c:21]2[CH2:22][CH2:23]1)=[O:30].